This data is from the Open Reaction Database (ORD), a public repository of structured organic reaction records. The task is: describe an organic reaction: reactants, conditions, products, and yield Starting materials: O=C=O, [Li]CCCC, C1CCOC1, CCCCCC, Fc1cc2[nH]ccc2cc1Cl, O. Product: O=C(O)c1c(F)c(Cl)cc2cc[nH]c12. As a reaction SMILES: [C:17](=[O:18])=[O:19].[CH2:1]([Li:2])[CH2:3][CH2:4][CH3:5].[CH2:27]1[O:28][CH2:29][CH2:30][CH2:31]1.[CH3:21][CH2:22][CH2:23][CH2:24][CH2:25][CH3:26].[Cl:6][c:7]1[cH:8][c:9]2[cH:10][cH:11][nH:12][c:13]2[cH:14][c:15]1[F:16].[OH2:20]>>[Cl:6][c:7]1[cH:8][c:9]2[cH:10][cH:11][nH:12][c:13]2[c:14]([C:17](=[O:18])[OH:19])[c:15]1[F:16].